This data is from the Open Reaction Database (ORD), a public repository of structured organic reaction records. The task is: describe an organic reaction: reactants, conditions, products, and yield Starting materials: BrCC1=CC=C(C=C1)C1=C(C=CC=C1)C#N (4-bromomethyl-2'-cyano-biphenyl), C(C)(=O)[O-].[Na+] (sodium acetate). Run in C(C)(=O)O (acetic acid). Conditions: time 8 hour. Product: C(#N)C1=C(C=CC=C1)C1=CC=C(C=C1)CO (2'-Cyano-4-hydroxymethyl-biphenyl). As a reaction SMILES: Br[CH2:2][C:3]1[CH:8]=[CH:7][C:6]([C:9]2[CH:14]=[CH:13][CH:12]=[CH:11][C:10]=2[C:15]#[N:16])=[CH:5][CH:4]=1.C([O-])(=[O:19])C.[Na+]>C(O)(=O)C>[C:15]([C:10]1[CH:11]=[CH:12][CH:13]=[CH:14][C:9]=1[C:6]1[CH:7]=[CH:8][C:3]([CH2:2][OH:19])=[CH:4][CH:5]=1)#[N:16] |f:1.2|. Procedure: 250 g of 4-bromomethyl-2'-cyano-biphenyl, 150 g of sodium acetate and 2.5 1 of glacial acetic acid are heated to reflux overnight. The mixture is then concentrated in a high vacuum, and the residue is taken up in ethyl acetate. This ethyl acetate mixture is extracted in succession with water, sodium hydrogencarbonate solution and brine and then evaporated on a rotary evaporator. The crude product is dissolved in 3.1 l of ethanol, the solution is treated with 430 ml of 2N NaOH, the mixture is sti... The reactants are ClC1=CC(=NC=N1)C(=O)NC1=C(C=C(C=C1)S(=O)(=O)NCCC(=O)OC(C)(C)C)C (tert-butyl 3-(4-(6-chloropyrimidine-4-carboxamido)-3-methylphenylsulfonamido)propanoate), ClC1=CC(=NC=N1)C(=O)NC1=C(C=C(C=C1)S(=O)(=O)NCCC(=O)OC(C)(C)C)C (tert-butyl 3-(4-(6-chloropyrimidine-4-carboxamido)-3-methylphenylsulfonamido)propanoate), C(C)(C)NC(C)C (diisopropylamine), C1(CC1)CNC1CCCCC1 (N-(cyclopropylmethyl)cyclohexanamine). The solvent is C(C)O (ethanol). Conditions: temperature 160 celsius. Product: C1(CCCCC1)N(C1=CC(=NC=N1)C(=O)NC1=C(C=C(C=C1)S(=O)(=O)NCCC(=O)OC(C)(C)C)C)CC1CC1 (tert-butyl 3-(4-(6-(cyclohexyl(cyclopropylmethyl)amino)pyrimidine-4-carboxamido)-3-methylphenylsulfonamido)propanoate). Reaction SMILES: Cl[C:2]1[N:7]=[CH:6][N:5]=[C:4]([C:8]([NH:10][C:11]2[CH:16]=[CH:15][C:14]([S:17]([NH:20][CH2:21][CH2:22][C:23]([O:25][C:26]([CH3:29])([CH3:28])[CH3:27])=[O:24])(=[O:19])=[O:18])=[CH:13][C:12]=2[CH3:30])=[O:9])[CH:3]=1.C(NC(C)C)(C)C.[CH:38]1([CH2:41][NH:42][CH:43]2[CH2:48][CH2:47][CH2:46][CH2:45][CH2:44]2)[CH2:40][CH2:39]1>C(O)C>[CH:43]1([N:42]([CH2:41][CH:38]2[CH2:39][CH2:40]2)[C:2]2[N:7]=[CH:6][N:5]=[C:4]([C:8]([NH:10][C:11]3[CH:16]=[CH:15][C:14]([S:17]([NH:20][CH2:21][CH2:22][C:23]([O:25][C:26]([CH3:29])([CH3:28])[CH3:27])=[O:24])(=[O:19])=[O:18])=[CH:13][C:12]=3[CH3:30])=[O:9])[CH:3]=2)[CH2:44][CH2:45][CH2:46][CH2:47][CH2:48]1. Reported procedure: A solution of tert-butyl 3-(4-(6-chloropyrimidine-4-carboxamido)-3-methylphenylsulfonamido)propanoate (Intermediate 34, 140 mg; 0.31 mmol) and diisopropylamine (105.5 mL; 0.61 mmol) in ethanol (4 ml) was treated with N-(cyclopropylmethyl)cyclohexanamine (56.6 mg, 0.4 mmol). The mixture was heated to 160° C. in a microwave for 1 hour and the solvent reduced to one tenth of the volume in vacuo. The solid formed was triturated with water and the residue purified by column chromatography (silica) el... Reactants: FC=1C=C(C=2C=CNC2C1)N (6-fluoro-1H-indol-4-amine), ClC1=CC=C(CCl)C=C1 (4-chlorobenzyl chloride), [OH-].[Na+] (sodium hydroxide). Conditions: temperature 60 celsius. Yields the product ClC1=CC=C(CN2C=CC=3C(=CC(=CC23)F)N)C=C1 (1-(4-chlorobenzyl)-6-fluoro-1H-indol-4-amine). As a reaction SMILES: [F:1][C:2]1[CH:3]=[C:4]([NH2:11])[C:5]2[CH:6]=[CH:7][NH:8][C:9]=2[CH:10]=1.[Cl:12][C:13]1[CH:20]=[CH:19][C:16]([CH2:17]Cl)=[CH:15][CH:14]=1.[OH-].[Na+]>>[Cl:12][C:13]1[CH:20]=[CH:19][C:16]([CH2:17][N:8]2[C:9]3[CH:10]=[C:2]([F:1])[CH:3]=[C:4]([NH2:11])[C:5]=3[CH:6]=[CH:7]2)=[CH:15][CH:14]=1 |f:2.3|. Procedure details: A mixture of 6-fluoro-1H-indol-4-amine (5 g, 0.033 mol), 4-chlorobenzyl chloride (5.55 g, 0.035 mol) and sodium hydroxide (1.32 g, 0.033 mol) was heated at 60° C. for 3 h. The solvent was evaporated and the residue was dissolved in EA (150 mL) and water (70 mL). The aqueous layer was extracted with EA and washed with brine (100 mL), dried over sodium sulfate and concentrated in vacuo. The residue was purified by silica gel flash chromatography (PE:EA=8:1) to afford the title compound. LC/MS m/z=... Reactants: ClC=1C=C2C(CN(CC2=C(C1)Cl)C)C1=C(C=CC=C1)N (2-(6,8-Dichloro-2-methyl-1,2,3,4-tetrahydro-isoquinolin-4-yl)-phenylamine), N(=C=S)CC (isothiocyanato-ethane). Run in C(C)#N (acetonitrile). Conditions: time 15 hour. The product is Cl.ClC=1C=C2C(CN(CC2=C(C1)Cl)C)C1=C(C=CC=C1)NC(=S)NCC (1-[2-(6,8-Dichloro-2-methyl-1,2,3,4-tetrahydro-isoquinolin-4-yl)-phenyl]-3ethyl-thiourea-Hydrochloride salt). Isolated yield 54.0%. RXN SMILES: [Cl:1][C:2]1[CH:3]=[C:4]2[C:9](=[C:10]([Cl:12])[CH:11]=1)[CH2:8][N:7]([CH3:13])[CH2:6][CH:5]2[C:14]1[CH:19]=[CH:18][CH:17]=[CH:16][C:15]=1[NH2:20].[N:21]([CH2:24][CH3:25])=[C:22]=[S:23]>C(#N)C>[ClH:1].[Cl:1][C:2]1[CH:3]=[C:4]2[C:9](=[C:10]([Cl:12])[CH:11]=1)[CH2:8][N:7]([CH3:13])[CH2:6][CH:5]2[C:14]1[CH:19]=[CH:18][CH:17]=[CH:16][C:15]=1[NH:20][C:22]([NH:21][CH2:24][CH3:25])=[S:23] |f:3.4|. Reported procedure: 2-(6,8-Dichloro-2-methyl-1,2,3,4-tetrahydro-isoquinolin-4-yl)-phenylamine (95 mg, example 36) was dissolved in acetonitrile (4 ml) and isothiocyanato-ethane (27 mg) was added to the stirred solution. After standing for 15 h at room temperature the solvent was removed and the residue purified by preparative HPLC. The product containing fractions were combined and the acetonitrile was removed in vaccuo. After addition of potassium carbonate the aqueous phase was extracted with ethyl acetate. The o... The reactants are IC1=CC=CC=C1 (iodobenzene), C(C=C)O (allyl alcohol), C(CCC)N(CCCC)CCCC (tributylamine), CCCCCCCCCCCCC (tridecane), IC1=CC=CC=C1 (iodobenzene). Reagents/catalysts: C(C)(=O)[O-].[Pd+2].C(C)(=O)[O-] (Palladium acetate). Solvent: C1(=CC=CC=C1)OC1=CC=CC=C1 (diphenyl ether). Yields the product C1(=CC=CC=C1)CCC=O (3-phenylpropanal), aldehyde. The yield is 13.0%. Reaction SMILES: I[C:2]1[CH:7]=[CH:6][CH:5]=[CH:4][CH:3]=1.[CH2:8]([OH:11])[CH:9]=[CH2:10].C(N(CCCC)CCCC)CCC.CCCCCCCCCCCCC>C1(OC2C=CC=CC=2)C=CC=CC=1.C([O-])(=O)C.[Pd+2].C([O-])(=O)C>[C:2]1([CH2:10][CH2:9][CH:8]=[O:11])[CH:7]=[CH:6][CH:5]=[CH:4][CH:3]=1 |f:5.6.7|. Reported procedure: 0.1 g Palladium acetate, 10.2 g iodobenzene, 4.4 g allyl alcohol, 9.3 g tributylamine were heated together with 20 ml diphenyl ether as solvent and 2 g tridecane as internal standard. After 45 minutes at 135° the iodobenzene was 91% reacted to produce 62% 3-phenylpropanal and 13% hydratropic aldehyde based on conversion. Starting materials: 10, NC1=NC=C(C=C1O)Cl (2-amino-3-hydroxy-5-chloropyridine), C(=O)(Cl)Cl (Phosgene), 20, N1=CC=CC=C1 (pyridine). The solvent is C(Cl)(Cl)Cl (chloroform). Product: 10, ClC=1C=C2C(=NC1)NC(O2)=O (6-chloro-oxazolo[4,5-b]pyridin-2-(3H)-one). Yield: 85.0%. As a reaction SMILES: [C:1](Cl)(Cl)=[O:2].N1C=CC=CC=1.[NH2:11][C:12]1[C:17]([OH:18])=[CH:16][C:15]([Cl:19])=[CH:14][N:13]=1>C(Cl)(Cl)Cl>[Cl:19][C:15]1[CH:16]=[C:17]2[O:18][C:1](=[O:2])[NH:11][C:12]2=[N:13][CH:14]=1. Procedure details: Phosgene is introduced at 40°-50° C., after the addition of 20 parts of pyridine, into a solution of 10 parts of 2-amino-3-hydroxy-5-chloropyridine in 200 parts of chloroform, and stirring is maintained for one hour at room temperature; the chloroform and the pyridine are evaporated off in a water-jet vacuum, and ice-water is added to the residue. The precipitate is filtered off and dried at 40°-50° C. in vacuo. There are obtained 10 parts of 6-chloro-oxazolo[4,5-b]pyridin-2-(3H)-one (85% of the...